From a dataset of the Open Reaction Database (ORD), a public repository of structured organic reaction records. describe an organic reaction: reactants, conditions, products, and yield Starting materials: BrCC(=O)C1=CC=CC=2C(C(=C(OC21)C2=CC=CC=C2)C)=O (8-Bromoacetyl-3-methyl-4-oxo-2-phenyl-4H-1-benzopyran), Cl (hydrogen chloride), COC1=C(C=CC=C1)N1CCNCC1 (1-(2-methoxyphenyl)-piperazine), C([O-])([O-])=O.[K+].[K+] (potassium carbonate). Run in CC(=O)C (acetone), CO (methanol), CO (methanol). Run at time 4 hour. The product is Cl.COC1=C(C=CC=C1)N1CCN(CC1)CC(=O)C1=CC=CC=2C(C(=C(OC21)C2=CC=CC=C2)C)=O (8-{2-[4-(2-Methoxyphenyl)-1-piperazinyl]-1-oxoethyl}-3-methyl-4-oxo-2-phenyl-4H-1-benzopyran hydrochloride). Reaction SMILES: [CH3:1][O:2][C:3]1[CH:8]=[CH:7][CH:6]=[CH:5][C:4]=1[N:9]1[CH2:14][CH2:13][NH:12][CH2:11][CH2:10]1.Br[CH2:16][C:17]([C:19]1[C:28]2[O:27][C:26]([C:29]3[CH:34]=[CH:33][CH:32]=[CH:31][CH:30]=3)=[C:25]([CH3:35])[C:24](=[O:36])[C:23]=2[CH:22]=[CH:21][CH:20]=1)=[O:18].C(=O)([O-])[O-].[K+].[K+].[ClH:43]>CO.CC(C)=O>[ClH:43].[CH3:1][O:2][C:3]1[CH:8]=[CH:7][CH:6]=[CH:5][C:4]=1[N:9]1[CH2:14][CH2:13][N:12]([CH2:16][C:17]([C:19]2[C:28]3[O:27][C:26]([C:29]4[CH:34]=[CH:33][CH:32]=[CH:31][CH:30]=4)=[C:25]([CH3:35])[C:24](=[O:36])[C:23]=3[CH:22]=[CH:21][CH:20]=2)=[O:18])[CH2:11][CH2:10]1 |f:2.3.4,8.9|. Procedure details: A solution of 11.5 g of 1-(2-methoxyphenyl)-piperazine in 30 ml of methanol was added dropwise at 20°-25° C. to a stirred mixture consisting of 21.4 g of Intermediate VI and 4.1 g of potassium carbonate in 120 ml of methanol. After 4 hours stirring at the same temperature, the reaction mixture was stripped in vacuo. The residue was extracted with chloroform and the organic solution was washed with water, dried on anhydrous sodium sulfate/calcium chloride, filtered and stripped in vacuo. The obta... The reactants are BrC1=CC=C(C=N1)C(=O)N1CCN(CC1)C1=NC=C(C=C1C)C ((6-bromopyridin-3-yl)[4-(3,5-dimethylpyridin-2-yl)piperazin-1-yl]methanone), C(C)C1C(N(C(N1)=O)C)=O (5-ethyl-3-methylimidazolidine-2,4-dione). The product is CC=1C(=NC=C(C1)C)N1CCN(CC1)C(=O)C=1C=CC(=NC1)N1C(N(C(C1CC)=O)C)=O (1-{5-[4-(3,5-dimethylpyridin-2-yl)piperazine-1-carbonyl]pyridin-2-yl}-5-ethyl-3-methylimidazolidine-2,4-dione). The yield is 54.4%. RXN SMILES: Br[C:2]1[N:7]=[CH:6][C:5]([C:8]([N:10]2[CH2:15][CH2:14][N:13]([C:16]3[C:21]([CH3:22])=[CH:20][C:19]([CH3:23])=[CH:18][N:17]=3)[CH2:12][CH2:11]2)=[O:9])=[CH:4][CH:3]=1.[CH2:24]([CH:26]1[NH:30][C:29](=[O:31])[N:28]([CH3:32])[C:27]1=[O:33])[CH3:25]>>[CH3:22][C:21]1[C:16]([N:13]2[CH2:14][CH2:15][N:10]([C:8]([C:5]3[CH:4]=[CH:3][C:2]([N:30]4[CH:26]([CH2:24][CH3:25])[C:27](=[O:33])[N:28]([CH3:32])[C:29]4=[O:31])=[N:7][CH:6]=3)=[O:9])[CH2:11][CH2:12]2)=[N:17][CH:18]=[C:19]([CH3:23])[CH:20]=1. Procedure: Using (6-bromopyridin-3-yl)[4-(3,5-dimethylpyridin-2-yl)piperazin-1-yl]methanone (150 mg) described in Preparation Example 127 and 5-ethyl-3-methylimidazolidine-2,4-dione (63 mg) described in Preparation Example 215 and by the reaction and treatment in the same manner as in Example 536, the title compound (95 mg) was obtained. The reactants are ClC1=NC=NC(=C1)NN (4-Chloro-6-hydrazinopyrimidine), CN(C=C(C(=O)OCC)C=1C=NC=CC1)C (Ethyl 3-(dimethylamino)-2-pyridin-3-ylacrylate), C(C)(=O)O (acetic acid). Run at time 16 hour. Product: OC1=CC(=NC=N1)N1NC=C(C1=O)C=1C=NC=CC1 (2-(6-Hydroxypyrimidin-4-yl)-4-pyridin-3-yl-1,2-dihydro-3H-pyrazol-3-one). Reaction SMILES: Cl[C:2]1[CH:7]=[C:6]([NH:8][NH2:9])[N:5]=[CH:4][N:3]=1.CN(C)[CH:12]=[C:13]([C:19]1[CH:20]=[N:21][CH:22]=[CH:23][CH:24]=1)[C:14](OCC)=[O:15].C(O)(=[O:28])C>>[OH:28][C:2]1[N:3]=[CH:4][N:5]=[C:6]([N:8]2[C:14](=[O:15])[C:13]([C:19]3[CH:20]=[N:21][CH:22]=[CH:23][CH:24]=3)=[CH:12][NH:9]2)[CH:7]=1. Procedure: For 16 h, 2.8 g (19.6 mmol) of the compound from Example 7A and 4.3 g (19.6 mmol) of the compound from Example 3A are stirred in 50 ml of glacial acetic acid at boiling point (bath temperature 125° C.). For work-up, the resulting precipitate is filtered off, the filter residue is washed with diethyl ether and the filtrate is concentrated on a rotary evaporator. The filter residue is dissolved in 50 ml of ethanol, 18.5 ml (2.7 g, 39.2 mmol) of 21% strength ethanolic sodium methoxide solution are ... Starting materials: [H-].[Na+] (Sodium hydride), ice, C(C)(=O)OC1=CC=C(C(=O)C=2C=C(N3C=CC=CC23)CCCC(=O)OCC)C=C1 (ethyl 4-[1-(4-acetoxybenzoyl)indolizin-3-yl]butyrate). Solvent: C(C)O (ethanol), O1CCCC1 (tetrahydrofuran). Run at temperature 0 celsius, time 20 minute. Yields the product OC1=CC=C(C(=O)C=2C=C(N3C=CC=CC23)CCCC(=O)OCC)C=C1 (ethyl 4-[1-(4-hydroxybenzoyl)indolizin-3-yl]butyrate). Yield: 90.9%. As a reaction SMILES: [H-].[Na+].C([O:6][C:7]1[CH:31]=[CH:30][C:10]([C:11]([C:13]2[CH:14]=[C:15]([CH2:22][CH2:23][CH2:24][C:25]([O:27][CH2:28][CH3:29])=[O:26])[N:16]3[C:21]=2[CH:20]=[CH:19][CH:18]=[CH:17]3)=[O:12])=[CH:9][CH:8]=1)(=O)C>C(O)C.O1CCCC1>[OH:6][C:7]1[CH:8]=[CH:9][C:10]([C:11]([C:13]2[CH:14]=[C:15]([CH2:22][CH2:23][CH2:24][C:25]([O:27][CH2:28][CH3:29])=[O:26])[N:16]3[C:21]=2[CH:20]=[CH:19][CH:18]=[CH:17]3)=[O:12])=[CH:30][CH:31]=1 |f:0.1|. Procedure details: Sodium hydride (60% dispersion in mineral oil) (4.38 g) was added to an ice cold solution of ethyl 4-[1-(4-acetoxybenzoyl)indolizin-3-yl]butyrate (36.1 g) in a mixture of ethanol (200 ml) and tetrahydrofuran (200 ml). The mixture was stirred for 20 minutes at 0° C. and evaporated. The residual solution was poured into a mixture of diluted hydrochloric acid and ice, and extracted with a mixture of chloroform and methanol (10:1). The organic layer was washed with a sodium bicarbonate aqueous solut... Starting materials: ClC1=CC=C(C=C1)C=1N=C2N(C=C(C=C2)C=2C=C(C=O)C=CC2F)C1 (3-[2-(4-chlorophenyl)imidazo[1,2-a]pyridin-6-yl]-4-fluorobenzaldehyde), solution, C[Mg]Br (methylmagnesium bromide), ice, [Cl-].[NH4+] (ammonium chloride). Run in O1CCCC1 (tetrahydrofuran), C(CCC)OCCCC (dibutyl ether), C(C)OCC (diethyl ether). Reaction conditions: temperature 0 celsius. The product is ClC1=CC=C(C=C1)C=1N=C2N(C=C(C=C2)C=2C=C(C=CC2F)C(C)O)C1 (1-{3-[2-(4-Chlorophenyl)imidazo[1,2-a]pyridin-6-yl]-4-fluorophenyl}ethanol). As a reaction SMILES: [Cl:1][C:2]1[CH:7]=[CH:6][C:5]([C:8]2[N:9]=[C:10]3[CH:15]=[CH:14][C:13]([C:16]4[CH:17]=[C:18]([CH:21]=[CH:22][C:23]=4[F:24])[CH:19]=[O:20])=[CH:12][N:11]3[CH:25]=2)=[CH:4][CH:3]=1.[CH3:26][Mg]Br.[Cl-].[NH4+]>C(OCC)C.O1CCCC1.C(OCCCC)CCC>[Cl:1][C:2]1[CH:3]=[CH:4][C:5]([C:8]2[N:9]=[C:10]3[CH:15]=[CH:14][C:13]([C:16]4[CH:17]=[C:18]([CH:19]([OH:20])[CH3:26])[CH:21]=[CH:22][C:23]=4[F:24])=[CH:12][N:11]3[CH:25]=2)=[CH:6][CH:7]=1 |f:2.3|. Procedure: 470 mg of 3-[2-(4-chlorophenyl)imidazo[1,2-a]pyridin-6-yl]-4-fluorobenzaldehyde are placed in a round-bottomed flask and dissolved in 90 ml of diethyl ether and 45 ml of tetrahydrofuran. The solution is cooled to 0° C. with an ice bath and 4 ml of a 1M solution of methylmagnesium bromide in dibutyl ether are added dropwise thereto. The mixture is stirred in the ice bath for 1 h 30 and 22 ml of a saturated aqueous ammonium chloride solution are added. The organic phase is separated, dried over ma... The product is NC1C2CN(C(C1)CC2)CC2=CC=CC=C2 ((±)-5-amino-2-benzyl-2-azabicyclo[2,2,2]-octane). The reactants are Cl (HCl), N(=[N+]=[N-])C1C2CN(C(C1)CC2)C(C2=CC=CC=C2)=O ((±) 5-azido-2-benzoyl-2-azabicyclo[2,2,2]octane), B#B (diborane). Reaction SMILES: [N:1]([CH:4]1[CH2:9][CH:8]2[CH2:10][CH2:11][CH:5]1[CH2:6][N:7]2[C:12](=O)[C:13]1[CH:18]=[CH:17][CH:16]=[CH:15][CH:14]=1)=[N+]=[N-].B#B.Cl>C1COCC1>[NH2:1][CH:4]1[CH2:9][CH:8]2[CH2:10][CH2:11][CH:5]1[CH2:6][N:7]2[CH2:12][C:13]1[CH:18]=[CH:17][CH:16]=[CH:15][CH:14]=1. Run in C1CCOC1 (THF), C1CCOC1 (THF). Isolated yield 96.9%. Reported procedure: To a stirred solution of (±) 5-azido-2-benzoyl-2-azabicyclo[2,2,2]octane (D3d) (3.3 g) in dry THF (100 ml) under nitrogen was added a solution of diborane in THF (50 ml, 1M solution) and the whole heated under reflux for 12 hours. On cooling, an excess of 5N HCl was added and the mixture heated on a steam bath for 2 hrs. Basification and saturation with K2CO3, extraction with CH2Cl2, drying (K2CO3), concentration and distillation afforded the (±)-5-amino-2-benzyl-2-azabicyclo[2,2,2]-octane (D4b)... Reactants: CC(=O)O, C1N2CN3CN1CN(C2)C3, Cl, Cl, CC(C)(C)c1cc(O)c(CN)c(C(C)(C)C)c1, O, O. The product is CC(C)(C)c1cc(O)c(C=O)c(C(C)(C)C)c1. Reaction SMILES: [C:32]([OH:33])(=[O:34])[CH3:35].[CH2:20]1[N:21]2[CH2:22][N:23]3[CH2:24][N:25]([CH2:26]2)[CH2:27][N:28]1[CH2:29]3.[ClH:19].[ClH:1].[NH2:2][CH2:3][c:4]1[c:5]([OH:18])[cH:6][c:7]([C:14]([CH3:15])([CH3:16])[CH3:17])[cH:8][c:9]1[C:10]([CH3:11])([CH3:12])[CH3:13].[OH2:30].[OH2:31]>>[CH:3]([c:4]1[c:5]([OH:18])[cH:6][c:7]([C:14]([CH3:15])([CH3:16])[CH3:17])[cH:8][c:9]1[C:10]([CH3:11])([CH3:12])[CH3:13])=[O:30].